This data is from the Open Reaction Database (ORD), a public repository of structured organic reaction records. The task is: describe an organic reaction: reactants, conditions, products, and yield Reactants: C1(=CC=CC=C1)[Se]N1C(C=2C(C1=O)=CC=CC2)=O (N-(phenylseleno)phthalimide), Aldehyde, aldehyde, N1[C@H](C(=O)N)CCC1 (L-prolinamide). Solvent: C(Cl)Cl (CH2Cl2). Run at time 0.5 hour. Yields the product C1(=CC=CC=C1)CC(C=O)[Se]C1=CC=CC=C1 (3-Phenyl-2-(Phenylseleno)propionaldehyde). RXN SMILES: N1[CH2:8][CH2:7][CH2:6][C@H:2]1[C:3](N)=[O:4].[C:9]1([Se:15]N2C(=O)C3=CC=CC=C3C2=O)[CH:14]=[CH:13][CH:12]=[CH:11][CH:10]=1>C(Cl)Cl>[C:7]1([CH2:6][CH:2]([Se:15][C:9]2[CH:14]=[CH:13][CH:12]=[CH:11][CH:10]=2)[CH:3]=[O:4])[CH:8]=[CH:7][CH:6]=[CH:2][CH:3]=1. Procedure: General Procedure B for α-Selenenylation of Aldehyde (Table 9, Entries 11 and 12): To a vial containing an aldehyde (0.25 mmol), and 0.5 mL of anhydrous CH2Cl2 was added catalyst L-prolinamide I (0.005 mmol) at room temperature. The mixture was vigorously stirred for 0.5 h in the presence of 4 Å molecule sieves (40 mg). Then N-(phenylseleno)phthalimide (0.3 mmol) was added. After 0.5 h, the molecule sieves were removed by filtrating paper and then the filtrate was treated with water (5 mL), the ...